The task is: describe an organic reaction: reactants, conditions, products, and yield. This data is from the Open Reaction Database (ORD), a public repository of structured organic reaction records. RXN SMILES: [CH3:1][C:2]1([CH3:11])[CH:6]2[CH2:7][CH2:8][CH:3]1[C:4](=O)[C:5]2=O.COP(=O)OC.O.[NH2:19][NH2:20]>>[C:2]([C:3]1[CH:4]=[C:5]2[C:4]([CH:3]3[C:2]([CH3:11])([CH3:1])[CH:6]2[CH2:7][CH2:8]3)=[N:20][N:19]=1)([CH3:11])([CH3:6])[CH3:1] |f:2.3|. Yields the product C(C)(C)(C)C1=NN=C2C3CCC(C2=C1)C3(C)C ((1SR,8RS)-5-tert-Butyl-11,11-dimethyl-3,4-diaza-tricyclo[6.2.1.02,7]undeca-2.4.6-triene). Starting materials: CC1(C2C(C(C1CC2)=O)=O)C (7,7-dimethyl-bicyclo[2.2.1]heptane-2,3-dione), COP(OC)=O (phosphonic acid dimethyl ester), O.NN (hydrazine monohydrate). Procedure: white solid MS (ESI): 231 (MH+). Prepared from 7,7-dimethyl-bicyclo[2.2.1]heptane-2,3-dione (Childs, Ronald F.; Rogerson, Carol V.; J. Am. Chem. Soc.; EN; 102; 12; 1980; 4159), 3,3-dimethyl-2-oxo-butyl)-phosphonic acid dimethyl ester, hydrazine monohydrate. Starting materials: N(C)CC(=O)N[C@@H](CC1=CC=C(C=C1)F)C=1OC(=CN1)C.C(C1=CC=CC=C1)NC([C@@H](NC([C@@H](NC1CCC(CC1)C(=O)O)C)=O)CCCNC(N)=N)=O (2-[1(S)-Sarcosineamido-2-(4-fluorophenyl)ethyl]-5-methyloxazole 4-carboxy-cyclohexylalanyl-arginine benzylamide), C(C)(=O)Cl (acetyl chloride). Product: C(C)(=O)N[C@@H](CC1=CC=C(C=C1)F)C=1OC(=CN1)C.C(C1=CC=CC=C1)NC([C@@H](NC([C@@H](NC1CCC(CC1)C(=O)O)C)=O)CCCNC(N)=N)=O (2-[1(S)-Acetamido-2-(4-fluorophenyl)ethyl]-5-methyloxazole 4-carboxy-cyclohexylalanyl-arginine benzylamide), powder. RXN SMILES: N([CH2:3][C:4]([NH:6][C@H:7]([C:16]1[O:17][C:18]([CH3:21])=[CH:19][N:20]=1)[CH2:8][C:9]1[CH:14]=[CH:13][C:12]([F:15])=[CH:11][CH:10]=1)=[O:5])C.[CH2:22]([NH:29][C:30](=[O:54])[C@H:31]([CH2:47][CH2:48][CH2:49][NH:50][C:51](=[NH:53])[NH2:52])[NH:32][C:33](=[O:46])[C@H:34]([CH3:45])[NH:35][CH:36]1[CH2:41][CH2:40][CH:39]([C:42]([OH:44])=[O:43])[CH2:38][CH2:37]1)[C:23]1[CH:28]=[CH:27][CH:26]=[CH:25][CH:24]=1.C(Cl)(=O)C>>[C:4]([NH:6][C@H:7]([C:16]1[O:17][C:18]([CH3:21])=[CH:19][N:20]=1)[CH2:8][C:9]1[CH:10]=[CH:11][C:12]([F:15])=[CH:13][CH:14]=1)(=[O:5])[CH3:3].[CH2:22]([NH:29][C:30](=[O:54])[C@H:31]([CH2:47][CH2:48][CH2:49][NH:50][C:51](=[NH:52])[NH2:53])[NH:32][C:33](=[O:46])[C@H:34]([CH3:45])[NH:35][CH:36]1[CH2:37][CH2:38][CH:39]([C:42]([OH:44])=[O:43])[CH2:40][CH2:41]1)[C:23]1[CH:28]=[CH:27][CH:26]=[CH:25][CH:24]=1 |f:0.1,3.4|. Reported procedure: Compound 9 was prepared by the method described for the preparation of compound 7 from AC2 (1.2 mmol) and acetyl chloride (1.2 mmol), and isolated as a white powder (0.10 g): mp 111-116° C.; FAB-MS m/e 705 (MH+). Anal. calcd. for C37H49N8O5F·1.0 TFA·1.0 anisole·1.0 H2O (901.78): C, 57.54; H, 6.35; N, 12.43; KF, 2.0. Found: C, 57.71; H, 6.27; N, 12.49; KF, 2.32. The product is NC(=O)C1CCN(Cc2ccccc2)C1. Reactants: COC(=O)C1CCN(Cc2ccccc2)C1, C[O-], CO, NC=O, CC(C)O, [Na+], [Na], CN(C)C=O. RXN SMILES: [CH3:1][O:2][C:3](=[O:4])[CH:5]1[CH2:6][N:7]([CH2:10][c:11]2[cH:12][cH:13][cH:14][cH:15][cH:16]2)[CH2:8][CH2:9]1.[CH3:20][O-:21].[CH3:29][OH:30].[CH:17](=[O:18])[NH2:19].[CH:31]([OH:32])([CH3:33])[CH3:34].[Na+:22].[Na:23].[O:24]=[CH:25][N:26]([CH3:27])[CH3:28]>>[O:2]=[C:3]([CH:5]1[CH2:6][N:7]([CH2:10][c:11]2[cH:12][cH:13][cH:14][cH:15][cH:16]2)[CH2:8][CH2:9]1)[NH2:19]. The reactants are CO, [Na+], [OH-], COC(=O)c1ccc(Cc2nc3ccccc3[nH]2)cc1. Product: O=C(O)c1ccc(Cc2nc3ccccc3[nH]2)cc1. As a reaction SMILES: [CH3:23][OH:24].[Na+:22].[OH-:21].[nH:1]1[c:2]([CH2:10][c:11]2[cH:12][cH:13][c:14]([C:15](=[O:16])[O:17][CH3:18])[cH:19][cH:20]2)[n:3][c:4]2[c:5]1[cH:6][cH:7][cH:8][cH:9]2>>[nH:1]1[c:2]([CH2:10][c:11]2[cH:12][cH:13][c:14]([C:15](=[O:16])[OH:17])[cH:19][cH:20]2)[n:3][c:4]2[c:5]1[cH:6][cH:7][cH:8][cH:9]2. The reactants are NC1CCCC(N)C1, O=C(Nc1nc2cccc(Cl)n2n1)c1ccccc1. Yields the product NC1CCCC(Nc2cccc3nc(NC(=O)c4ccccc4)nn23)C1. As a reaction SMILES: [CH:20]1([NH2:27])[CH2:21][CH:22]([NH2:26])[CH2:23][CH2:24][CH2:25]1.[Cl:1][c:2]1[cH:3][cH:4][cH:5][c:6]2[n:7]1[n:8][c:9]([NH:11][C:12]([c:13]1[cH:14][cH:15][cH:16][cH:17][cH:18]1)=[O:19])[n:10]2>>[c:2]1([NH:27][CH:20]2[CH2:21][CH:22]([NH2:26])[CH2:23][CH2:24][CH2:25]2)[cH:3][cH:4][cH:5][c:6]2[n:7]1[n:8][c:9]([NH:11][C:12]([c:13]1[cH:14][cH:15][cH:16][cH:17][cH:18]1)=[O:19])[n:10]2. The reactants are N1(C=NC=C1)C1=CC=C(OCCNC(CC)=O)C=C1 (N-[2-[4-(1H-imidazol-1-yl)phenoxy]ethyl]propionamide), Cl (hydrochloric acid). Product: Cl.Cl.N1(C=NC=C1)C1=CC=C(OCCN)C=C1 (2-[4-(1H-Imidazol-1-yl)phenoxy]ethanamine dihydrochloride). As a reaction SMILES: [N:1]1([C:6]2[CH:19]=[CH:18][C:9]([O:10][CH2:11][CH2:12][NH:13]C(=O)CC)=[CH:8][CH:7]=2)[CH:5]=[CH:4][N:3]=[CH:2]1.[ClH:20]>>[ClH:20].[ClH:20].[N:1]1([C:6]2[CH:19]=[CH:18][C:9]([O:10][CH2:11][CH2:12][NH2:13])=[CH:8][CH:7]=2)[CH:5]=[CH:4][N:3]=[CH:2]1 |f:2.3.4|. Reported procedure: To 40 mL of 2M aqueous hydrochloric acid add 10.3 g (39 mmol) of N-[2-[4-(1H-imidazol-1-yl)phenoxy]ethyl]propionamide. Reflux the reaction mixture. Monitor the progress of the reaction by thin-layer chromatographyon silica gel (9:1, CH2Cl2 :MeOH). Upon completion of the reaction, remove the solvent in vacuo and triturate with isopropanol. Recrystallization of the resulting solid from ethanol affords the title compound. Starting materials: C(C1=CC=CC=C1)N1CCC(CC1)C(=O)C1=C(C=C(C=C1)C(F)(F)F)F ((1-benzyl-piperidin-4-yl)-(2-fluoro-4-trifluoromethyl-phenyl)-methanone), C(CS)(=O)OC (methyl thioglycolate), CN(C)C=O (DMF), C(=O)([O-])[O-].[K+].[K+] (K2CO3). Run in C(C)(=O)OCC (ethyl acetate). Conditions: temperature 60 celsius, time 24 hour. The product is COC(=O)C1=C(C2=C(S1)C=C(C=C2)C(F)(F)F)C2CCN(CC2)CC2=CC=CC=C2 (3-(1-Benzyl-piperidin-4-yl)-6-trifluoromethyl-benzo[b]thiophene-2-carboxylic acid methyl ester). As a reaction SMILES: [CH2:1]([N:8]1[CH2:13][CH2:12][CH:11]([C:14]([C:16]2[CH:21]=[CH:20][C:19]([C:22]([F:25])([F:24])[F:23])=[CH:18][C:17]=2F)=O)[CH2:10][CH2:9]1)[C:2]1[CH:7]=[CH:6][CH:5]=[CH:4][CH:3]=1.[C:27]([O:31][CH3:32])(=[O:30])[CH2:28][SH:29].CN(C=O)C.C([O-])([O-])=O.[K+].[K+]>C(OCC)(=O)C>[CH3:32][O:31][C:27]([C:28]1[S:29][C:17]2[CH:18]=[C:19]([C:22]([F:25])([F:24])[F:23])[CH:20]=[CH:21][C:16]=2[C:14]=1[CH:11]1[CH2:12][CH2:13][N:8]([CH2:1][C:2]2[CH:7]=[CH:6][CH:5]=[CH:4][CH:3]=2)[CH2:9][CH2:10]1)=[O:30] |f:3.4.5|. Reported procedure: To a room temperature solution of (1-benzyl-piperidin-4-yl)-(2-fluoro-4-trifluoromethyl-phenyl)-methanone (7.5 g, 20.5 mmol), methyl thioglycolate (2.0 mL, 22.5 mmol), and DMF (100 mL) was added K2CO3 (5.65 g, 41.0 mmol). The reaction was stirred at 60° C. for 24 hours, cooled to room temperature and diluted with ethyl acetate (500 mL). The mixture was washed with water (2×300 mL) and brine (300 mL) successively, dried over magnesium sulfate, filtered, and the solvent removed to afford an oil. T... The reactants are C1CCOC1, CCOC(C)=O, C=Cc1cc(C#N)cc(Oc2c(Cl)ccc(CNC(=O)c3[nH]c(C)nc3Cl)c2F)c1, [O-][I+3]([O-])([O-])[O-], [Na+], O. Product: Cc1nc(Cl)c(C(=O)NCc2ccc(Cl)c(Oc3cc(C#N)cc(C=O)c3)c2F)[nH]1. RXN SMILES: [CH2:37]1[O:38][CH2:39][CH2:40][CH2:41]1.[CH3:43][CH2:44][O:45][C:46]([CH3:47])=[O:48].[Cl:1][c:2]1[n:3][c:4]([CH3:30])[nH:5][c:6]1[C:7](=[O:8])[NH:9][CH2:10][c:11]1[c:12]([F:29])[c:13]([O:18][c:19]2[cH:20][c:21]([C:27]#[N:28])[cH:22][c:23]([CH:25]=[CH2:26])[cH:24]2)[c:14]([Cl:17])[cH:15][cH:16]1.[I+3:31]([O-:32])([O-:33])([O-:34])[O-:35].[Na+:36].[OH2:42]>>[Cl:1][c:2]1[n:3][c:4]([CH3:30])[nH:5][c:6]1[C:7](=[O:8])[NH:9][CH2:10][c:11]1[c:12]([F:29])[c:13]([O:18][c:19]2[cH:20][c:21]([C:27]#[N:28])[cH:22][c:23]([CH:25]=[O:32])[cH:24]2)[c:14]([Cl:17])[cH:15][cH:16]1. The reactants are OC1=C(C=CC2=CC=CC=C12)C(=O)O (1-hydroxy-2-naphthoic acid), S(=O)(=O)(Cl)Cl (sulphuryl chloride). The solvent is C(Cl)(Cl)Cl (chloroform). Run at time 2 hour. The product is ClC1=CC(=C(C2=CC=CC=C12)O)C(=O)O (4-chloro-1-hydroxy-naphthalene-2-carboxylic acid). As a reaction SMILES: [OH:1][C:2]1[C:11]2[C:6](=[CH:7][CH:8]=[CH:9][CH:10]=2)[CH:5]=[CH:4][C:3]=1[C:12]([OH:14])=[O:13].S(Cl)([Cl:18])(=O)=O>C(Cl)(Cl)Cl>[Cl:18][C:5]1[C:6]2[C:11](=[CH:10][CH:9]=[CH:8][CH:7]=2)[C:2]([OH:1])=[C:3]([C:12]([OH:14])=[O:13])[CH:4]=1. Procedure: To a suspension of 1-hydroxy-2-naphthoic acid (3.76 g; 0.02 m) in chloroform (50 ml) was added sulphuryl chloride (2.97 g; 0.022 m) dropwise and the solution stirred at room temperature for two hours. The solvent was removed in vacuo to give a white solid which was washed with water, collected and dried. The crude solid was recrystallised from ethanol to give 4-chloro-1-hydroxy-naphthalene-2-carboxylic acid as white needles. The reactants are NC=1C=C(C(=CC1)OS(=O)(=O)C(F)(F)F)C=1SC2=C(N1)C=CC=C2 (2-(3-Amino-6-trifluoromethylsulphonyloxyphenyl)benzothiazole), N(=[N+]=[N-])C1=CC=C(C=C1)C=1SC2=C(N1)C=CC=C2 (2-(4-azidophenyl)benzothiazole). Product: NC1=C(C=C(C=C1)C=1SC2=C(N1)C=CC=C2)OS(=O)(=O)C(F)(F)F (2-(4-Amino-3-trifluoromethylsulphonyloxyphenyl)benzothiazole). The yield is 12.0%. RXN SMILES: NC1C=C(C2SC3C=CC=CC=3N=2)C([O:8][S:9]([C:12]([F:15])([F:14])[F:13])(=[O:11])=[O:10])=CC=1.[N:25]([C:28]1[CH:33]=[CH:32][C:31]([C:34]2[S:35][C:36]3[CH:42]=[CH:41][CH:40]=[CH:39][C:37]=3[N:38]=2)=[CH:30][CH:29]=1)=[N+]=[N-]>>[NH2:25][C:28]1[CH:33]=[CH:32][C:31]([C:34]2[S:35][C:36]3[CH:42]=[CH:41][CH:40]=[CH:39][C:37]=3[N:38]=2)=[CH:30][C:29]=1[O:11][S:9]([C:12]([F:15])([F:14])[F:13])(=[O:10])=[O:8]. Procedure details: This compound was prepared in a similar way to the compound of Example XIV from 2-(4-azidophenyl)benzothiazole. The yield was 12%, (Found: M+ 374. C14H9F3N2O3S2 requires MW 374).